This data is from the Open Reaction Database (ORD), a public repository of structured organic reaction records. The task is: describe an organic reaction: reactants, conditions, products, and yield Starting materials: CC(C)(C)OC(=O)Nc1ccc2c(Sc3ccccc3[N+](=O)[O-])cn(Cc3cccnc3)c2c1, CCOC(C)=O, CCO, CCCCCCC. The product is Nc1ccc2c(Sc3ccccc3[N+](=O)[O-])cn(Cc3cccnc3)c2c1. Reaction SMILES: [C:1]([O:2][C:3](=[O:4])[NH:7][c:8]1[cH:9][cH:10][c:11]2[c:12]([S:24][c:25]3[c:26]([N+:31](=[O:32])[O-:33])[cH:27][cH:28][cH:29][cH:30]3)[cH:13][n:14]([CH2:17][c:18]3[cH:19][n:20][cH:21][cH:22][cH:23]3)[c:15]2[cH:16]1)([CH3:5])([CH3:6])[CH3:34].[C:38]([O:39][CH2:40][CH3:41])(=[O:42])[CH3:43].[CH2:35]([OH:36])[CH3:37].[CH3:44][CH2:45][CH2:46][CH2:47][CH2:48][CH2:49][CH3:50]>>[NH2:7][c:8]1[cH:9][cH:10][c:11]2[c:12]([S:24][c:25]3[c:26]([N+:31](=[O:32])[O-:33])[cH:27][cH:28][cH:29][cH:30]3)[cH:13][n:14]([CH2:17][c:18]3[cH:19][n:20][cH:21][cH:22][cH:23]3)[c:15]2[cH:16]1. The reactants are CC=1N=C2N(C=C(C=C2NCC2=C(C=CC=C2C)CC)C(=O)O)C1C (2,3-dimethyl-8-(2-ethyl-6-methylbenzylamino)-imidazo[1,2-a]pyridine-6-carboxylic acid), [B-](F)(F)(F)F.CN(C)C(=[N+](C)C)ON1C2=CC=CC=C2N=N1 (o-Benzotriazol-1-yl-N,N,N′,N′-Tetramethyluronium tetrafluoroborate), C(O)CN (Ethanolamin). Solvent: C(Cl)Cl (methylene chloride). Reaction conditions: time 5 minute. The product is 0.2, CC=1N=C2N(C=C(C=C2NCC2=C(C=CC=C2C)CC)C(=O)NCCO)C1C (2,3 dimethyl-8-(2-ethyl-6-methylbenzylamino)-N-hydroxyethyl-imidazo[1,2-a]pyridine-6-carboxamide). The yield is 59.0%. RXN SMILES: [CH3:1][C:2]1[N:3]=[C:4]2[C:9]([NH:10][CH2:11][C:12]3[C:17]([CH3:18])=[CH:16][CH:15]=[CH:14][C:13]=3[CH2:19][CH3:20])=[CH:8][C:7]([C:21]([OH:23])=O)=[CH:6][N:5]2[C:24]=1[CH3:25].[B-](F)(F)(F)F.CN(C(ON1N=NC2C1=CC=CC=2)=[N+](C)C)C.[CH2:48]([CH2:50][NH2:51])[OH:49]>C(Cl)Cl>[CH3:1][C:2]1[N:3]=[C:4]2[C:9]([NH:10][CH2:11][C:12]3[C:17]([CH3:18])=[CH:16][CH:15]=[CH:14][C:13]=3[CH2:19][CH3:20])=[CH:8][C:7]([C:21]([NH:51][CH2:50][CH2:48][OH:49])=[O:23])=[CH:6][N:5]2[C:24]=1[CH3:25] |f:1.2|. Procedure details: 2,3-dimethyl-8-(2-ethyl-6-methylbenzylamino)-imidazo[1,2-a]pyridine-6-carboxylic acid (0.3 g, 0.88 mmol) and o-Benzotriazol-1-yl-N,N,N′,N′-Tetramethyluronium tetrafluoroborate (TBTU)(0.29 g, 0.90 mmol) were added to methylene chloride (15 ml) and the mixture was stirred for 5 min. Ethanolamin (0.11 g, 1.8 mmol) was added and the reaction mixture was stirred at ambient temperature for 2 h. The solvent was evaporated under reduced pressure and the residue was purified by column chromatography on s...